This data is from the Open Reaction Database (ORD), a public repository of structured organic reaction records. The task is: describe an organic reaction: reactants, conditions, products, and yield Reactants: [H-].[Al+3].[Li+].[H-].[H-].[H-] (lithium aluminium hydride), [H][H] (hydrogen), C(C)OC(C1=CC(=CC=C1)C=CC1=CC=CC=C1)=O (3-(2-phenyl-vinyl)-benzoic acid ethyl ester), Cl (hydrochloric acid), ice water. Solvent: O1CCCC1 (tetrahydrofuran), O1CCCC1 (tetrahydrofuran). Conditions: temperature 0 celsius. The product is C1(=CC=CC=C1)C=CC=1C=C(CO)C=CC1 (3-(2-phenyl-vinyl)-benzyl alcohol). Isolated yield 79.3%. As a reaction SMILES: C([O:3][C:4](=O)[C:5]1[CH:10]=[CH:9][CH:8]=[C:7]([CH:11]=[CH:12][C:13]2[CH:18]=[CH:17][CH:16]=[CH:15][CH:14]=2)[CH:6]=1)C.[H-].[Al+3].[Li+].[H-].[H-].[H-].[H][H].Cl>O1CCCC1>[C:13]1([CH:12]=[CH:11][C:7]2[CH:6]=[C:5]([CH:10]=[CH:9][CH:8]=2)[CH2:4][OH:3])[CH:14]=[CH:15][CH:16]=[CH:17][CH:18]=1 |f:1.2.3.4.5.6|. Procedure: 10 g (0.03 mol) of 3-(2-phenyl-vinyl)-benzoic acid ethyl ester, dissolved in 50 ml of dry tetrahydrofuran, were added dropwise to 2.5 g of lithium aluminium hydride in 50 ml of anhydrous tetrahydrofuran at 25°-30° C., whilst stirring thoroughly. The reaction mixture was then subsequently stirred at 22° C. for 10 hours and then cooled to 0° C. and ice-water was added dropwise, whilst stirring, until no further evolution of hydrogen could be observed (60 ml). The precipitate which had formed was d... Reactants: CCOc1cc2c(cc1OC(C)=O)CCC1C2CCC2(C)C(OC(C)=O)CCC12, CC(=O)O, O=[Cr](=O)=O. Product: CCOc1cc2c(cc1OC(C)=O)C(=O)CC1C2CCC2(C)C(OC(C)=O)CCC12. RXN SMILES: [C:5]([CH3:6])(=[O:7])[O:8][c:9]1[cH:10][c:11]2[c:24]([cH:25][c:26]1[O:27][CH2:28][CH3:29])[CH:23]1[CH:14]([CH2:13][CH2:12]2)[CH:15]2[CH2:16][CH2:17][CH:18]([O:30][C:31]([CH3:32])=[O:33])[C:19]2([CH3:20])[CH2:21][CH2:22]1.[CH3:34][C:35](=[O:36])[OH:37].[O:1]=[Cr:2](=[O:3])=[O:4]>>[O:1]=[C:12]1[c:11]2[cH:10][c:9]([O:8][C:5]([CH3:6])=[O:7])[c:26]([O:27][CH2:28][CH3:29])[cH:25][c:24]2[CH:23]2[CH:14]([CH2:13]1)[CH:15]1[CH2:16][CH2:17][CH:18]([O:30][C:31]([CH3:32])=[O:33])[C:19]1([CH3:20])[CH2:21][CH2:22]2. Reaction SMILES: [C:1]([N:9]1[CH2:14][CH2:13][N:12]([C:15](=[O:36])[C:16]([C:18]2[C:26]3[C:21](=[C:22]([C:29]4[N:30]=[CH:31][C:32](N)=[N:33][CH:34]=4)[N:23]=[CH:24][C:25]=3[O:27][CH3:28])[NH:20][CH:19]=2)=[O:17])[CH2:11][CH2:10]1)(=[O:8])[C:2]1[CH:7]=[CH:6][CH:5]=[CH:4][CH:3]=1.N([O-])=[O:38].[Na+].OS(O)(=O)=O>C([O-])([O-])=O.[Na+].[Na+]>[C:1]([N:9]1[CH2:14][CH2:13][N:12]([C:15](=[O:36])[C:16]([C:18]2[C:26]3[C:21](=[C:22]([C:29]4[N:30]=[CH:31][C:32]([OH:38])=[N:33][CH:34]=4)[N:23]=[CH:24][C:25]=3[O:27][CH3:28])[NH:20][CH:19]=2)=[O:17])[CH2:11][CH2:10]1)(=[O:8])[C:2]1[CH:7]=[CH:6][CH:5]=[CH:4][CH:3]=1 |f:1.2,4.5.6|. The solvent is C(=O)([O-])[O-].[Na+].[Na+] (Na2CO3). Conditions: time 1 hour. The reactants are C(C1=CC=CC=C1)(=O)N1CCN(CC1)C(C(=O)C1=CNC2=C(N=CC(=C12)OC)C=1N=CC(=NC1)N)=O (1-(benzoyl)-4-[(4-methoxy-7-(2-amino-pyrazin-5-yl)-6-azaindol-3-yl)-oxoacetyl]piperazine), N(=O)[O-].[Na+] (NaNO2), OS(=O)(=O)O (H2SO4). The yield is 27.9%. Procedure: 1-(benzoyl)-4-[(4-methoxy-7-(2-amino-pyrazin-5-yl)-6-azaindol-3-yl)-oxoacetyl]piperazine (15 mg) and NaNO2 (10 mg) was added into a H2SO4 solution (0.1 ml of concentrated H2SO4 diluted with 0.3 ml of water). The reaction was stirred at room temperature for one hour. Then, the reaction mixture was neutralized with a saturated Na2CO3 solution (10 ml). The solvents were concentrated to give a residue which was purified using a Shimadzu automated preparative HPLC System to provide 4.2 mg of the desi... Yields the product C(C1=CC=CC=C1)(=O)N1CCN(CC1)C(C(=O)C1=CNC2=C(N=CC(=C12)OC)C=1N=CC(=NC1)O)=O (1-(benzoyl)-4-[(4-methoxy-7-(2-hydroxyl-pyrazin-5-yl)-6-azaindol-3-yl)-oxoacetyl]piperazine). Reactants: ice water, (S)-Phenethylamine, CN(C)C1=NC=CC=C1 (dimethylaminopyridine), Cl.C(C)N=C=NCCCN(C)C (1-ethyl-3-(3-dimethylaminopropyl)carbodiimide hydrochloride), COC=1C(C(=C(C(C1OC)=O)CC=1C=CC(=C(C(=O)O)C1)OC(C)=O)C)=O (5-(5,6-dimethoxy-3-methyl-1,4-benzoquinon-2-yl)methyl-2-acetoxybenzoic acid), C(Cl)Cl (methylene chloride). Reaction conditions: time 12 hour. Product: COC=1C(C(=C(C(C1OC)=O)CC=1C=CC(=C(C(=O)N[C@@H](C)C2=CC=CC=C2)C1)O)C)=O (N-[5-(5,6-Dimethoxy-3-methyl-1,4-benzoquinon-2-yl)methyl-2-hydroxybenzoyl]-(S)-1-phenylethylamine). Isolated yield 53.0%. RXN SMILES: CN([C:4]1[CH:9]=[CH:8][CH:7]=[CH:6][N:5]=1)C.Cl.[CH2:11](N=C=NCCCN(C)C)[CH3:12].[CH3:22][O:23][C:24]1[C:25](=[O:48])[C:26]([CH3:47])=[C:27]([CH2:33][C:34]2[CH:35]=[CH:36][C:37]([O:43]C(=O)C)=[C:38]([CH:42]=2)[C:39](O)=[O:40])[C:28](=[O:32])[C:29]=1[O:30][CH3:31].[CH2:49](Cl)Cl>>[CH3:22][O:23][C:24]1[C:25](=[O:48])[C:26]([CH3:47])=[C:27]([CH2:33][C:34]2[CH:35]=[CH:36][C:37]([OH:43])=[C:38]([CH:42]=2)[C:39]([NH:5][C@H:6]([C:7]2[CH:12]=[CH:11][CH:4]=[CH:9][CH:8]=2)[CH3:49])=[O:40])[C:28](=[O:32])[C:29]=1[O:30][CH3:31] |f:1.2|. Reported procedure: (S)-Phenethylamine (0.130 g, 1.07 mmol), dimethylaminopyridine (0.013 g, 0.107 mmol) and 1-ethyl-3-(3-dimethylaminopropyl)carbodiimide hydrochloride (0.308 g, 1.60 mmol) were added to a methylene chloride solution (30 ml) of 5-(5,6-dimethoxy-3-methyl-1,4-benzoquinon-2-yl)methyl-2-acetoxybenzoic acid (0.200 g, 0.535 mmol) and the resulting solution was stirred at room temperature for 12 hours. The reaction solution was poured into ice water and then extracted with methylene chloride. The extract ... Reactants: CO, ClC(Cl)Cl, O=S(Cl)Cl, OCc1cccc(OCc2ccc3ccccc3n2)c1. The product is ClCc1cccc(OCc2ccc3ccccc3n2)c1. As a reaction SMILES: [CH3:25][OH:26].[Cl:27][CH:28]([Cl:29])[Cl:30].[S:1]([Cl:2])([Cl:3])=[O:4].[n:5]1[c:6]([CH2:15][O:16][c:17]2[cH:18][c:19]([CH2:20][OH:21])[cH:22][cH:23][cH:24]2)[cH:7][cH:8][c:9]2[cH:10][cH:11][cH:12][cH:13][c:14]12>>[Cl:3][CH2:20][c:19]1[cH:18][c:17]([O:16][CH2:15][c:6]2[n:5][c:14]3[c:9]([cH:8][cH:7]2)[cH:10][cH:11][cH:12][cH:13]3)[cH:24][cH:23][cH:22]1.